From a dataset of the Open Reaction Database (ORD), a public repository of structured organic reaction records. describe an organic reaction: reactants, conditions, products, and yield Reactants: C([O-])([O-])=O.[K+].[K+] (potassium carbonate), SC1=C(C(=NN1)C=1C=C(C#N)C=CC1)C1=CC=NC=C1 (3-(5-Mercapto-4-pyridin-4-yl-1H-pyrazol-3-yl)-benzonitrile), BrCCBr (1,2-dibromoethane). Run in CN(C)C=O (DMF). Run at time 4 hour. Yields the product N1=CC=C(C=C1)C=1C(=NN2C1SCC2)C=2C=C(C#N)C=CC2 (3-(7-pyridin-4-yl-2,3-dihydro-pyrazolo[5,1-b]thiazol-6-yl)-benzonitrile). Isolated yield 25.9%. Reaction SMILES: [SH:1][C:2]1[NH:6][N:5]=[C:4]([C:7]2[CH:8]=[C:9]([CH:12]=[CH:13][CH:14]=2)[C:10]#[N:11])[C:3]=1[C:15]1[CH:20]=[CH:19][N:18]=[CH:17][CH:16]=1.C(=O)([O-])[O-].[K+].[K+].Br[CH2:28][CH2:29]Br>CN(C=O)C>[N:18]1[CH:19]=[CH:20][C:15]([C:3]2[C:4]([C:7]3[CH:8]=[C:9]([CH:12]=[CH:13][CH:14]=3)[C:10]#[N:11])=[N:5][N:6]3[CH2:29][CH2:28][S:1][C:2]=23)=[CH:16][CH:17]=1 |f:1.2.3|. Procedure: 3-(5-Mercapto-4-pyridin-4-yl-1H-pyrazol-3-yl)-benzonitrile (4.59 g, 16.1 mmol) was dissolved in dry DMF (200 mL) under nitrogen atmosphere. Solid potassium carbonate (11.1 g, 80.5 mmol, 5 eq) was added followed by 1,2-dibromoethane (1.53 mL, 17.71 mmol, 1.1 eq) and the suspension was stirred at room temperature for 4 hours. The reaction mixture was then concentrated under reduced pressure and diluted with ethyl acetate. It was washed with saturated aqueous NaHCO3 and brine. The organic layer was... The reactants are C1COCCN1, CN1CCCC1=O, FC(F)(F)c1cc(-c2cccc(CCl)c2)c2c(c1)ncn2-c1ccccc1. Yields the product FC(F)(F)c1cc(-c2cccc(CC3CNCCO3)c2)c2c(c1)ncn2-c1ccccc1. RXN SMILES: [CH2:28]1[CH2:29][O:30][CH2:31][CH2:32][NH:33]1.[CH3:34][N:35]1[CH2:36][CH2:37][CH2:38][C:39]1=[O:40].[Cl:1][CH2:2][c:3]1[cH:4][c:5](-[c:9]2[cH:10][c:11]([C:24]([F:25])([F:26])[F:27])[cH:12][c:13]3[c:14]2[n:15](-[c:18]2[cH:19][cH:20][cH:21][cH:22][cH:23]2)[cH:16][n:17]3)[cH:6][cH:7][cH:8]1>>[CH2:2]([c:3]1[cH:4][c:5](-[c:9]2[cH:10][c:11]([C:24]([F:25])([F:26])[F:27])[cH:12][c:13]3[c:14]2[n:15](-[c:18]2[cH:19][cH:20][cH:21][cH:22][cH:23]2)[cH:16][n:17]3)[cH:6][cH:7][cH:8]1)[CH:29]1[CH2:28][NH:33][CH2:32][CH2:31][O:30]1. The reactants are O=C([O-])O, COCCOc1cc(N(C)S(=O)(=O)c2ccccn2)c2[nH]c(C(=O)NCC(C)(CN3CCSCC3)SCc3ccccc3)cc2c1, ClCCl, O=S(=O)(OS(=O)(=O)C(F)(F)F)C(F)(F)F, [Na+], O=P(c1ccccc1)(c1ccccc1)c1ccccc1, CSc1ccccc1. Yields the product COCCOc1cc(N(C)S(=O)(=O)c2ccccn2)c2[nH]c(C3=NCC(C)(CN4CCSCC4)S3)cc2c1. RXN SMILES: [C:90](=[O:91])([OH:92])[O-:93].[CH2:36]([c:38]1[cH:39][cH:40][cH:41][cH:42][cH:48]1)[S:43][C:44]([CH2:45][NH:46][C:47](=[O:37])[c:49]1[nH:50][c:51]2[c:52]([N:63]([S:64](=[O:65])(=[O:66])[c:67]3[n:68][cH:69][cH:70][cH:71][cH:72]3)[CH3:73])[cH:53][c:54]([O:58][CH2:59][CH2:60][O:61][CH3:62])[cH:55][c:56]2[cH:57]1)([CH2:74][N:75]1[CH2:76][CH2:77][S:78][CH2:79][CH2:80]1)[CH3:81].[Cl:95][CH2:96][Cl:97].[F:21][C:22]([S:23]([O:24][S:25]([C:26]([F:27])([F:28])[F:29])(=[O:30])=[O:31])(=[O:32])=[O:33])([F:34])[F:35].[Na+:94].[c:1]1([P:2](=[O:3])([c:4]2[cH:5][cH:6][cH:7][cH:8][cH:9]2)[c:10]2[cH:11][cH:12][cH:13][cH:14][cH:15]2)[cH:16][cH:17][cH:18][cH:19][cH:20]1.[c:82]1([S:83][CH3:84])[cH:85][cH:86][cH:87][cH:88][cH:89]1>>[S:43]1[C:44]([CH2:74][N:75]2[CH2:76][CH2:77][S:78][CH2:79][CH2:80]2)([CH3:81])[CH2:45][N:46]=[C:47]1[c:49]1[nH:50][c:51]2[c:52]([N:63]([S:64](=[O:65])(=[O:66])[c:67]3[n:68][cH:69][cH:70][cH:71][cH:72]3)[CH3:73])[cH:53][c:54]([O:58][CH2:59][CH2:60][O:61][CH3:62])[cH:55][c:56]2[cH:57]1. Starting materials: CS(=O)(=O)Cl, FC(F)(F)c1cc(COC2CCNCC2C(c2ccccc2)c2ccccc2)cc(C(F)(F)F)c1, Cl. Yields the product CS(=O)(=O)N1CCC(OCc2cc(C(F)(F)F)cc(C(F)(F)F)c2)C(C(c2ccccc2)c2ccccc2)C1. As a reaction SMILES: [CH3:37][S:38](=[O:39])(=[O:40])[Cl:41].[CH:2]([c:3]1[cH:4][cH:5][cH:6][cH:7][cH:8]1)([c:9]1[cH:10][cH:11][cH:12][cH:13][cH:14]1)[CH:15]1[CH2:16][NH:17][CH2:18][CH2:19][CH:20]1[O:21][CH2:22][c:23]1[cH:24][c:25]([C:33]([F:34])([F:35])[F:36])[cH:26][c:27]([C:29]([F:30])([F:31])[F:32])[cH:28]1.[ClH:1]>>[CH:2]([c:3]1[cH:4][cH:5][cH:6][cH:7][cH:8]1)([c:9]1[cH:10][cH:11][cH:12][cH:13][cH:14]1)[CH:15]1[CH2:16][N:17]([S:38]([CH3:37])(=[O:39])=[O:40])[CH2:18][CH2:19][CH:20]1[O:21][CH2:22][c:23]1[cH:24][c:25]([C:33]([F:34])([F:35])[F:36])[cH:26][c:27]([C:29]([F:30])([F:31])[F:32])[cH:28]1. The reactants are C(C)OC(=O)C1=CC=CC=2N1C=NC2C2=CC=C(C=C2)F (1-(4-fluorophenyl)-imidazo[1,5-a]pyridine-5-carboxylic acid ethyl ester), [OH-].[K+] (KOH). Run in CO (MeOH), O (H2O). Conditions: time 15 minute. Product: FC1=CC=C(C=C1)C=1N=CN2C1C=CC=C2C(=O)O (1-(4-Fluorophenyl)-imidazo[1,5-a]pyridine-5-carboxylic acid). RXN SMILES: C([O:3][C:4]([C:6]1[N:11]2[CH:12]=[N:13][C:14]([C:15]3[CH:20]=[CH:19][C:18]([F:21])=[CH:17][CH:16]=3)=[C:10]2[CH:9]=[CH:8][CH:7]=1)=[O:5])C.[OH-].[K+]>CO.O>[F:21][C:18]1[CH:17]=[CH:16][C:15]([C:14]2[N:13]=[CH:12][N:11]3[C:6]([C:4]([OH:5])=[O:3])=[CH:7][CH:8]=[CH:9][C:10]=23)=[CH:20][CH:19]=1 |f:1.2|. Reported procedure: To a stirred solution of 1-(4-fluorophenyl)-imidazo[1,5-a]pyridine-5-carboxylic acid ethyl ester (2.0 g, 7.0 mmol) in MeOH (233 mL) is added a solution of 85% KOH (4.6 g, 69 mmol) in H2O (35 mL) and the mixture is warmed at reflux. After 15 minutes, the reaction mixture is evaporated, diluted with water, and washed with EtOAc (2×200 mL). The aqueous layer is acidified with 1 N aqueous HCl (pH 5-6) to afford a precipitate. The solid is collected by filtration and triturated with 10% MeOH—CH2Cl2 t... Starting materials: C1(CC1)O[C@@H]1[C@]2(C)[C@@H](CC1)[C@@H]1CC=C3C[C@H](CC[C@]3(C)[C@H]1CC2)O (17β-(Cyclopropyloxy)androst-5-en-3β-ol), C(C)(=O)OC(C)=O (acetic anhydride), N1=CC=CC=C1 (pyridine), C(C)(=O)O[C@@H]1CC2=CC[C@H]3[C@@H]4CC[C@@H]([C@@]4(C)CC[C@@H]3[C@]2(CC1)C)OC1CC1 (3β-acetyloxy-17β-(cyclopropyloxy)androst-5-ene). Solvent: O (water). The product is C1(CCCC1)CCC(=O)O[C@@H]1CC2=CC[C@H]3[C@@H]4CC[C@@H]([C@@]4(C)CC[C@@H]3[C@]2(CC1)C)OC1CC1 (3β-(Cyclopentanepropionyloxy)-17β-(cyclopropyloxy)androst-5-ene), C1(=CC=CC=C1)CCC(=O)O[C@@H]1CC2=CC[C@H]3[C@@H]4CC[C@@H]([C@@]4(C)CC[C@@H]3[C@]2(CC1)C)OC1CC1 (3β-(benzenepropionyloxy)-17β-(cyclopropyloxy)androst-5-ene). Reaction SMILES: [CH:1]1([O:4][C@H:5]2[CH2:10][CH2:9][C@H:8]3[C@H:11]4[C@H:21]([CH2:22][CH2:23][C@:6]23[CH3:7])[C@:19]2([CH3:20])[C:14]([CH2:15][C@@H:16]([OH:24])[CH2:17][CH2:18]2)=[CH:13][CH2:12]4)[CH2:3][CH2:2]1.C(OC(=O)C)(=O)C.N1C=CC=CC=1.[C:38]([O:41][C@H:42]1[CH2:59][CH2:58][C@@:57]2([CH3:60])[C:44](=[CH:45][CH2:46][C@@H:47]3[C@@H:56]2[CH2:55][CH2:54][C@@:52]2([CH3:53])[C@H:48]3[CH2:49][CH2:50][C@@H:51]2[O:61][CH:62]2[CH2:64][CH2:63]2)[CH2:43]1)(=[O:40])[CH3:39]>O>[CH:6]1([CH2:7][CH2:39][C:38]([O:41][C@H:42]2[CH2:59][CH2:58][C@@:57]3([CH3:60])[C:44](=[CH:45][CH2:46][C@@H:47]4[C@@H:56]3[CH2:55][CH2:54][C@@:52]3([CH3:53])[C@H:48]4[CH2:49][CH2:50][C@@H:51]3[O:61][CH:62]3[CH2:64][CH2:63]3)[CH2:43]2)=[O:40])[CH2:8][CH2:9][CH2:10][CH2:5]1.[C:57]1([CH2:58][CH2:59][C:42]([O:24][C@H:16]2[CH2:17][CH2:18][C@@:19]3([CH3:20])[C:14](=[CH:13][CH2:12][C@@H:11]4[C@@H:21]3[CH2:22][CH2:23][C@@:6]3([CH3:7])[C@H:8]4[CH2:9][CH2:10][C@@H:5]3[O:4][CH:1]3[CH2:2][CH2:3]3)[CH2:15]2)=[O:41])[CH:44]=[CH:45][CH:46]=[CH:47][CH:56]=1. Procedure details: 17β-(Cyclopropyloxy)androst-5-en-3β-ol is treated with acetic anhydride and pyridine. The mixture is poured into water and extracted with ethyl acetate. The ethyl acetate layer is separated and dried and the solvent is evaporated to leave as a residue, 3β-acetyloxy-17β-(cyclopropyloxy)androst-5-ene. 3β-(Cyclopentanepropionyloxy)-17β-(cyclopropyloxy)androst-5-ene and 3β-(benzenepropionyloxy)-17β-(cyclopropyloxy)androst-5-ene are obtained in a similar way using the appropriate acid chlorides. The reactants are C=1C=CC2=C(C1)N=NN2O (HOBt), CCN=C=NCCCN(C)C.Cl (EDCI hydrochloride), CN1C(N(C(C=2C1=CSC2C)=O)C)=O (1,3,5-trimethylthieno[3,4-d]pyrimidine-2,4(1H,3H)-dione), BrC1=CC=C(C=C1)N1N=C(C=C1)N (1-(4-bromophenyl)-1H-pyrazol-3-amine). Reagents/catalysts: CN(C)C=1C=CN=CC1 (DMAP). The solvent is ClCCCl (1,2 dichloroethane). Product: BrC1=CC=C(C=C1)N1N=C(C=C1)NC(CC1=CSC=2N(C(N(C(C21)=O)C)=O)C)=O (N-[1-(4-Bromophenyl)-1H-pyrazol-3-yl]-2-(1,3-dimethyl-2,4-dioxo-1,2,3,4-tetrahydrothieno[2,3-d]pyrimidin-5-yl)acetamide), product. RXN SMILES: [CH3:1][N:2]1[C:7]2=[CH:8][S:9][C:10](C)=[C:6]2[C:5](=[O:12])[N:4]([CH3:13])[C:3]1=[O:14].[Br:15][C:16]1[CH:21]=[CH:20][C:19]([N:22]2[CH:26]=[CH:25][C:24]([NH2:27])=[N:23]2)=[CH:18][CH:17]=1.CCN=C=NC[CH2:34][CH2:35]N(C)C.Cl.C1C=CC2N([OH:49])N=NC=2C=1>CN(C1C=CN=CC=1)C.ClCCCl>[Br:15][C:16]1[CH:17]=[CH:18][C:19]([N:22]2[CH:26]=[CH:25][C:24]([NH:27][C:34](=[O:49])[CH2:35][C:7]3[C:6]4[C:5](=[O:12])[N:4]([CH3:13])[C:3](=[O:14])[N:2]([CH3:1])[C:10]=4[S:9][CH:8]=3)=[N:23]2)=[CH:20][CH:21]=1 |f:2.3|. Procedure details: The title compound was prepared according to the general procedure (Method A) by coupling Intermediate 1 (100 mg, 0.393 mmol) with 1-(4-bromophenyl)-1H-pyrazol-3-amine (93.5 mg, 0.393 mmol) in the presence of EDCI hydrochloride (90 mg, 0.472 mmol), HOBt (16 mg, 0.118 mmol) and DMAP (5 mg, 0.039 mmol) in 1,2 dichloroethane (6 ml) to give 45 mg of the product as an off-white solid; 1H NMR (300 MHz, DMSO-d6) δ 3.21 (s, 3H), 3.46 (s, 3H), 3.95 (s, 2H), 6.75 (s, 1H), 7.02 (s, 1H), 7.67 (d, J=8.7 Hz, ... The solvent is O (water), C(C)O (ethanol). Reagents/catalysts: [Fe] (iron). Reaction conditions: time 30 minute. The reactants are [Cl-].[NH4+] (ammonium chloride), COC(=O)NC1=C(COC=2C(=NC=CC2)[N+](=O)[O-])C(=CC=C1)C (3-(2-methoxycarbonylamino-6-methylbenzyloxy)-2-nitropyridine). As a reaction SMILES: [Cl-].[NH4+].[CH3:3][O:4][C:5]([NH:7][C:8]1[CH:24]=[CH:23][CH:22]=[C:21]([CH3:25])[C:9]=1[CH2:10][O:11][C:12]1[C:13]([N+:18]([O-])=O)=[N:14][CH:15]=[CH:16][CH:17]=1)=[O:6]>O.C(O)C.[Fe]>[NH2:18][C:13]1[C:12]([O:11][CH2:10][C:9]2[C:21]([CH3:25])=[CH:22][CH:23]=[CH:24][C:8]=2[NH:7][C:5]([O:4][CH3:3])=[O:6])=[CH:17][CH:16]=[CH:15][N:14]=1 |f:0.1|. Product: NC1=NC=CC=C1OCC1=C(C=CC=C1C)NC(=O)OC (2-amino-3-(2-methoxycarbonylamino-6-methylbenzyloxy)pyridine). Procedure: To a mixture of iron powder (2.76 g) and ammonium chloride (0.275 g) in water (19 ml) and ethanol (63 ml) was added portionwise 3-(2-methoxycarbonylamino-6-methylbenzyloxy)-2-nitropyridine (6.27 g) under reflux and then stirred for an additional 30 minutes. The hot mixture was filtered by suction and the filtrate was made alkaline with sodium bicarbonate and evaporated in vacuo. The residue was washed with water, dried, and recrystallized from ethyl acetate to give 2-amino-3-(2-methoxycarbonylam...